Dataset: the Open Reaction Database (ORD), a public repository of structured organic reaction records. Task: describe an organic reaction: reactants, conditions, products, and yield Reactants: C(C1=CC=CC=C1)C=1OC2=C(C1C(=O)C1=CC(=C(C(=C1)I)O)I)C=CC=C2 ((2-benzyl-benzofuran-3-yl)-(3,5-diiodo-4-hydroxy-phenyl)-methanone), BrCC(=O)OC(C)(C)C (tert-butyl bromoacetate). Run in C(=O)O (Formic acid). Yields the product C(C1=CC=CC=C1)C=1OC2=C(C1C(=O)C1=CC(=C(OCC(=O)O)C(=C1)I)I)C=CC=C2 ([4-(2-Benzyl-benzofuran-3-carbonyl)-2,6-diiodo-phenoxy]-acetic acid). As a reaction SMILES: [CH2:1]([C:8]1[O:9][C:10]2[CH:27]=[CH:26][CH:25]=[CH:24][C:11]=2[C:12]=1[C:13]([C:15]1[CH:20]=[C:19]([I:21])[C:18]([OH:22])=[C:17]([I:23])[CH:16]=1)=[O:14])[C:2]1[CH:7]=[CH:6][CH:5]=[CH:4][CH:3]=1.Br[CH2:29][C:30]([O:32]C(C)(C)C)=[O:31]>C(O)=O>[CH2:1]([C:8]1[O:9][C:10]2[CH:27]=[CH:26][CH:25]=[CH:24][C:11]=2[C:12]=1[C:13]([C:15]1[CH:20]=[C:19]([I:21])[C:18]([O:22][CH2:29][C:30]([OH:32])=[O:31])=[C:17]([I:23])[CH:16]=1)=[O:14])[C:2]1[CH:7]=[CH:6][CH:5]=[CH:4][CH:3]=1. Procedure: This compound was prepared from (2-benzyl-benzofuran-3-yl)-(3,5-diiodo-4-hydroxy-phenyl)-methanone and tert-butyl bromoacetate in substantially the same manner, as described in Example 2. Formic acid was used in the place of trifluoroacetic acid. The product was obtained as an off-white solid, mp 144-146° C.; MS m/e 638 (M+); Analysis for: C24H16I2O5Calc'd: C, 45.17; H, 2.53 Found: C, 44.19; H, 2.42 The reactants are N#CC1(NC(=O)C2CC(S(=O)(=O)c3ccccc3C(F)(F)F)CN2)CC1, Cl, O=C(O)C1CCC(C(F)(F)F)CC1. Product: N#CC1(NC(=O)C2CC(S(=O)(=O)c3ccccc3C(F)(F)F)CN2C(=O)C2CCC(C(F)(F)F)CC2)CC1. RXN SMILES: [C:2](#[N:3])[C:4]1([NH:7][C:8](=[O:9])[CH:10]2[NH:11][CH2:12][CH:13]([S:15](=[O:16])(=[O:17])[c:18]3[c:19]([C:24]([F:25])([F:26])[F:27])[cH:20][cH:21][cH:22][cH:23]3)[CH2:14]2)[CH2:5][CH2:6]1.[ClH:1].[F:28][C:29]([CH:30]1[CH2:31][CH2:32][CH:33]([C:36](=[O:37])[OH:38])[CH2:34][CH2:35]1)([F:39])[F:40]>>[C:2](#[N:3])[C:4]1([NH:7][C:8](=[O:9])[CH:10]2[N:11]([C:36]([CH:33]3[CH2:32][CH2:31][CH:30]([C:29]([F:28])([F:39])[F:40])[CH2:35][CH2:34]3)=[O:37])[CH2:12][CH:13]([S:15](=[O:16])(=[O:17])[c:18]3[c:19]([C:24]([F:25])([F:26])[F:27])[cH:20][cH:21][cH:22][cH:23]3)[CH2:14]2)[CH2:5][CH2:6]1. Reactants: CC1(C)OCC(CONC(=O)c2c(Cl)c3ccncn3c2Nc2ccc(I)cc2F)O1, CC#N, CO, CCOC(C)=O, Cl, C1COCCO1. Yields the product O=C(NOCC(O)CO)c1c(Cl)c2ccncn2c1Nc1ccc(I)cc1F. As a reaction SMILES: [CH3:1][C:2]1([CH3:31])[O:3][CH2:4][CH:5]([CH2:7][O:8][NH:9][C:10](=[O:11])[c:12]2[c:13]([Cl:30])[c:14]3[n:15]([cH:16][n:17][cH:18][cH:19]3)[c:20]2[NH:21][c:22]2[c:23]([F:29])[cH:24][c:25]([I:28])[cH:26][cH:27]2)[O:6]1.[CH3:39][C:40]#[N:41].[CH3:42][OH:43].[CH3:44][CH2:45][O:46][C:47](=[O:48])[CH3:49].[ClH:32].[O:33]1[CH2:34][CH2:35][O:36][CH2:37][CH2:38]1>>[OH:3][CH2:4][CH:5]([OH:6])[CH2:7][O:8][NH:9][C:10](=[O:11])[c:12]1[c:13]([Cl:30])[c:14]2[n:15]([cH:16][n:17][cH:18][cH:19]2)[c:20]1[NH:21][c:22]1[c:23]([F:29])[cH:24][c:25]([I:28])[cH:26][cH:27]1. Reactants: O (water), OC=1C=C(C(=O)OC)C=CC1 (Methyl 3-hydroxybenzoate), BrCCCCN1C(C=2C(C1=O)=CC=CC2)=O (N-(4-bromobutyl)phthalimide), C(=O)([O-])[O-].[K+].[K+] (K2CO3). Run in C(C)#N (acetonitrile). Conditions: temperature 70 celsius, time 8 hour. Yields the product C1(C=2C(C(N1CCCCOC=1C=C(C(=O)OC)C=CC1)=O)=CC=CC2)=O (methyl 3-(4-phthalimidobutoxy)benzoate). Isolated yield 94.8%. As a reaction SMILES: [OH:1][C:2]1[CH:3]=[C:4]([CH:9]=[CH:10][CH:11]=1)[C:5]([O:7][CH3:8])=[O:6].C([O-])([O-])=O.[K+].[K+].Br[CH2:19][CH2:20][CH2:21][CH2:22][N:23]1[C:27](=[O:28])[C:26]2=[CH:29][CH:30]=[CH:31][CH:32]=[C:25]2[C:24]1=[O:33].O>C(#N)C>[C:24]1(=[O:33])[N:23]([CH2:22][CH2:21][CH2:20][CH2:19][O:1][C:2]2[CH:3]=[C:4]([CH:9]=[CH:10][CH:11]=2)[C:5]([O:7][CH3:8])=[O:6])[C:27](=[O:28])[C:26]2=[CH:29][CH:30]=[CH:31][CH:32]=[C:25]12 |f:1.2.3|. Procedure details: Methyl 3-hydroxybenzoate (3.0 g, 19.7 mmol) was dissolved in 50 mL of acetonitrile and K2CO3 (3.27 g, 23.7 mmol) was added. The resulting mixture was reacted with N-(4-bromobutyl)phthalimide (6.68 g, 23.7 mmol) and KI (3.93 g, 23.7 mmol) and stirred overnight at 70° C. Following the addition of water, the resulting mixture was extracted with chloroform. The organic layer was washed with brine. The organic layer was dried with sodium sulfate and then concentrated under reduced pressure, followed ...